Dataset: the Open Reaction Database (ORD), a public repository of structured organic reaction records. Task: describe an organic reaction: reactants, conditions, products, and yield Run in C(C)O (ethanol). Procedure details: Quinolin-4-carboxaldehyde (4.71 g; 0.03 mol) and 3-pyridylacetonitrile (3.54 g; 0.03 mol) were dissolved in ethanol (100 mL). Sodium methoxide (2 mL of 25% methanol solution) was added. The reaction mixture was heated at reflux for a period of 2.5 hours. The mixture was cooled to ambient temperature. After 18 hours, the precipitated solid was collected, suspended in ethanol and saturated with hydrogen chloride gas. The mixture was cooled and the solid was collected by filtration. The solid was c... Run at time 18 hour. Yields the product N1=CC(=CC=C1)C(C#N)=CC1=CC=NC2=CC=CC=C12 (2-Pyridin-3-yl -3-quinolin-4-yl-acrylonitrile). The reactants are C1(=C(C(=C(C(=C1F)F)F)N)F)N.Cl.Cl (dihydrochloride), hydrate, N1=CC=C(C2=CC=CC=C12)C=O (Quinolin-4-carboxaldehyde), N1=CC(=CC=C1)CC#N (3-pyridylacetonitrile), C[O-].[Na+] (Sodium methoxide). Yield: 75.1%. As a reaction SMILES: [N:1]1[C:10]2[C:5](=[CH:6][CH:7]=[CH:8][CH:9]=2)[C:4]([CH:11]=O)=[CH:3][CH:2]=1.[N:13]1[CH:18]=[CH:17][CH:16]=[C:15]([CH2:19][C:20]#[N:21])[CH:14]=1.C[O-].[Na+].C1(N)C(F)=C(F)C(F)=C(N)C=1F.Cl.Cl>C(O)C>[N:13]1[CH:18]=[CH:17][CH:16]=[C:15]([C:19](=[CH:11][C:4]2[C:5]3[C:10](=[CH:9][CH:8]=[CH:7][CH:6]=3)[N:1]=[CH:2][CH:3]=2)[C:20]#[N:21])[CH:14]=1 |f:2.3,4.5.6|. Starting materials: O=C(Cl)c1ccccc1, Cc1cc2n(-c3ccccc3)c(=O)c3cnc4[nH]ncc4c3n2n1, c1ccncc1. Product: Cc1cc2n(-c3ccccc3)c(=O)c3cnc4c(cnn4C(=O)c4ccccc4)c3n2n1. RXN SMILES: [C:25]([c:26]1[cH:27][cH:28][cH:29][cH:30][cH:31]1)(=[O:32])[Cl:33].[CH3:1][c:2]1[n:3][n:4]2[c:5]([n:6](-[c:18]3[cH:19][cH:20][cH:21][cH:22][cH:23]3)[c:7](=[O:17])[c:8]3[c:9]2[c:10]2[c:11]([n:12][cH:13]3)[nH:14][n:15][cH:16]2)[cH:24]1.[cH:34]1[cH:35][cH:36][n:37][cH:38][cH:39]1>>[CH3:1][c:2]1[n:3][n:4]2[c:5]([n:6](-[c:18]3[cH:19][cH:20][cH:21][cH:22][cH:23]3)[c:7](=[O:17])[c:8]3[c:9]2[c:10]2[c:11]([n:12][cH:13]3)[n:14]([C:25]([c:26]3[cH:27][cH:28][cH:29][cH:30][cH:31]3)=[O:32])[n:15][cH:16]2)[cH:24]1. Starting materials: C1CCOC1, COC(=O)CNC(=O)c1cc2ccccc2oc1=O, [Li+], [OH-], O. The product is O=C(O)CNC(=O)c1cc2ccccc2oc1=O. Reaction SMILES: [CH2:22]1[O:23][CH2:24][CH2:25][CH2:26]1.[CH3:1][O:2][C:3]([CH2:4][NH:5][C:6](=[O:7])[c:8]1[c:9](=[O:18])[o:10][c:11]2[cH:12][cH:13][cH:14][cH:15][c:16]2[cH:17]1)=[O:19].[Li+:21].[OH-:20].[OH2:27]>>[O:2]=[C:3]([CH2:4][NH:5][C:6](=[O:7])[c:8]1[c:9](=[O:18])[o:10][c:11]2[cH:12][cH:13][cH:14][cH:15][c:16]2[cH:17]1)[OH:19]. Starting materials: ClC=1C=C(C=C(C1)Cl)SC1=C(N=C(N1CCC1=NC=CC=C1)COCC1=CC=C(C=C1)OC)C(C)C (5-(3,5-dichlorophenylthio)-4-isopropyl-2-(p-methoxybenzyloxymethyl)-1-(2-(2-pyridyl)ethyl)-1H-imidazole), Cl (hydrochloric acid). Run in C(C)O (ethanol). Reaction conditions: temperature 90 celsius, time 2 hour. The product is ClC=1C=C(C=C(C1)Cl)SC1=C(N=C(N1CCC1=NC=CC=C1)CO)C(C)C (5-(3,5-dichlorophenylthio)-4-isopropyl-2-hydroxymethyl-1-(2-(2-pyridyl)ethyl)-1H-imidazole). Yield: 51.3%. Reaction SMILES: [Cl:1][C:2]1[CH:3]=[C:4]([S:9][C:10]2[N:14]([CH2:15][CH2:16][C:17]3[CH:22]=[CH:21][CH:20]=[CH:19][N:18]=3)[C:13]([CH2:23][O:24]CC3C=CC(OC)=CC=3)=[N:12][C:11]=2[CH:34]([CH3:36])[CH3:35])[CH:5]=[C:6]([Cl:8])[CH:7]=1.Cl>C(O)C>[Cl:8][C:6]1[CH:5]=[C:4]([S:9][C:10]2[N:14]([CH2:15][CH2:16][C:17]3[CH:22]=[CH:21][CH:20]=[CH:19][N:18]=3)[C:13]([CH2:23][OH:24])=[N:12][C:11]=2[CH:34]([CH3:36])[CH3:35])[CH:3]=[C:2]([Cl:1])[CH:7]=1. Reported procedure: To 1.43 g of 5-(3,5-dichlorophenylthio)-4-isopropyl-2-(p-methoxybenzyloxymethyl)-1-(2-(2-pyridyl)ethyl)-1H-imidazole was added 20 ml of ethanol and 40 ml of 36% hydrochloric acid, and the mixture was stirred at 90° C. for 2 hours. After completion of the reaction, the solvent was distilled off under reduced pressure, an aqueous sodium hydrogen carbonate solution was added, and extracted with ethyl acetate. The extract was dried over sodium sulfate, and the solvent was distilled off under reduced... Starting materials: CC=1C(=C(OC1C)S(N)(=O)=O)C(=O)O (4.5 -dimethyl-2-sulfamoyl-furan-3-carboxylic acid), P(Cl)(Cl)(Cl)(Cl)Cl (phosphorus pentachloride). Run in C1(=CC=CC=C1)C (toluene). Product: CC1=C(OC2=C1C(NS2(=O)=O)=O)C (4,5-dimethyl-furo[3,2-d]isothiazole-3-(2H)-one-1,1-dioxide). Yield: 73.5%. As a reaction SMILES: [CH3:1][C:2]1[C:3]([C:12]([OH:14])=O)=[C:4]([S:8](=[O:11])(=[O:10])[NH2:9])[O:5][C:6]=1[CH3:7].P(Cl)(Cl)(Cl)(Cl)Cl>C1(C)C=CC=CC=1>[CH3:1][C:2]1[C:3]2[C:12](=[O:14])[NH:9][S:8](=[O:11])(=[O:10])[C:4]=2[O:5][C:6]=1[CH3:7]. Procedure: A mixture of 1.0 gm (4.6 millimols) of 4.5 -dimethyl-2-sulfamoyl-furan-3-carboxylic acid and 0.96 gm (4.6 millimols) of phosphorus pentachloride in toluene was reacted analogous to Example 1, yielding 0.68 gm (73% of theory) of 4,5-dimethyl-furo[3,2-d]isothiazole-3-(2H)-one-1,1-dioxide. Rf -value: 0.21 (silica gel 60 F254 plates, thickness 0.25 mm, eluant ethylene chloride; ethyl acetate; glacial acetic acid 100:30:5). Reactants: O=C1NCCc2[nH]c3ccccc3c21, CCI, [H-], [Na+]. Yields the product CCn1c2c(c3ccccc31)C(=O)NCC2. Reaction SMILES: [C:1]1(=[O:14])[NH:2][CH2:3][CH2:4][c:5]2[nH:6][c:7]3[cH:8][cH:9][cH:10][cH:11][c:12]3[c:13]21.[CH2:17]([CH3:18])[I:19].[H-:15].[Na+:16]>>[C:1]1(=[O:14])[NH:2][CH2:3][CH2:4][c:5]2[n:6]([CH2:17][CH3:18])[c:7]3[cH:8][cH:9][cH:10][cH:11][c:12]3[c:13]21. The reactants are NC=1C=C2C=3CC(CCC3NC2=CC1)N(C)C (6-amino-3-(dimethyl)amino-1,2,3,4-tetrahydro-9H-carbazole), COC=1C=C(C(=O)Cl)C=CC1 (3-methoxybenzoyl chloride). Product: COC=1C=C(C(=O)NC=2C=C3C=4CC(CCC4NC3=CC2)N(C)C)C=CC1 (6-(3-methoxybenzoyl)amino-3-(dimethyl)amino-1,2,3,4-tetrahydro-9H-carbazole). Isolated yield 58.6%. Reaction SMILES: [NH2:1][C:2]1[CH:3]=[C:4]2[C:12](=[CH:13][CH:14]=1)[NH:11][C:10]1[CH2:9][CH2:8][CH:7]([N:15]([CH3:17])[CH3:16])[CH2:6][C:5]2=1.[CH3:18][O:19][C:20]1[CH:21]=[C:22]([CH:26]=[CH:27][CH:28]=1)[C:23](Cl)=[O:24]>>[CH3:18][O:19][C:20]1[CH:21]=[C:22]([CH:26]=[CH:27][CH:28]=1)[C:23]([NH:1][C:2]1[CH:3]=[C:4]2[C:12](=[CH:13][CH:14]=1)[NH:11][C:10]1[CH2:9][CH2:8][CH:7]([N:15]([CH3:17])[CH3:16])[CH2:6][C:5]2=1)=[O:24]. Procedure details: Beginning with 10.6 mg (0.046 mMol) 6-amino-3-(dimethyl)amino-1,2,3,4-tetrahydro-9H-carbazole and 8.8 μL (0.063 mMol) 3-methoxybenzoyl chloride, 9.8 mg (59%) of the title compound were recovered as a brown foam.